From a dataset of the Open Reaction Database (ORD), a public repository of structured organic reaction records. describe an organic reaction: reactants, conditions, products, and yield Reactants: BrC1CCCC1, O=C([O-])[O-], [Cs+], [Cs+], CC(Nc1ncnc(N)c1C#N)c1nc2cccc(S(C)(=O)=O)c2[nH]1, CN(C)C=O. Yields the product CC(Nc1ncnc(N)c1C#N)c1nc2c(S(C)(=O)=O)cccc2n1C1CCCC1. RXN SMILES: [Br:32][CH:33]1[CH2:34][CH2:35][CH2:36][CH2:37]1.[C:26](=[O:27])([O-:28])[O-:29].[Cs+:30].[Cs+:31].[NH2:1][c:2]1[n:3][cH:4][n:5][c:6]([NH:10][CH:11]([CH3:12])[c:13]2[n:14][c:15]3[c:16]([nH:17]2)[c:18]([S:22](=[O:23])(=[O:24])[CH3:25])[cH:19][cH:20][cH:21]3)[c:7]1[C:8]#[N:9].[O:38]=[CH:39][N:40]([CH3:41])[CH3:42]>>[NH2:1][c:2]1[n:3][cH:4][n:5][c:6]([NH:10][CH:11]([CH3:12])[c:13]2[n:14]([CH:33]3[CH2:34][CH2:35][CH2:36][CH2:37]3)[c:15]3[c:16]([n:17]2)[c:18]([S:22](=[O:23])(=[O:24])[CH3:25])[cH:19][cH:20][cH:21]3)[c:7]1[C:8]#[N:9]. Reactants: CC(CC(=O)C1=C(C(=C(C(=C1O)CC=C(C)C)O)CC=C(C)C)O)C ({3,5-bis(3-methyl-2-butenyl)-2,4,6-trihydroxyphenyl} (2-methylpropyl) ketone). Reagents/catalysts: [C].[Pd] (palladium carbon). Run in C(C)O (ethanol). Product: CC(CC(=O)C1=C(C(=C(C(=C1O)CCC(C)C)O)CCC(C)C)O)C ({3,5-bis(3-methylbutyl)-2,4,6-trihydroxyphenyl} (2-methylpropyl) ketone). The yield is 86.8%. As a reaction SMILES: [CH3:1][CH:2]([CH3:25])[CH2:3][C:4]([C:6]1[C:11]([OH:12])=[C:10]([CH2:13][CH:14]=[C:15]([CH3:17])[CH3:16])[C:9]([OH:18])=[C:8]([CH2:19][CH:20]=[C:21]([CH3:23])[CH3:22])[C:7]=1[OH:24])=[O:5]>C(O)C.[C].[Pd]>[CH3:1][CH:2]([CH3:25])[CH2:3][C:4]([C:6]1[C:7]([OH:24])=[C:8]([CH2:19][CH2:20][CH:21]([CH3:22])[CH3:23])[C:9]([OH:18])=[C:10]([CH2:13][CH2:14][CH:15]([CH3:17])[CH3:16])[C:11]=1[OH:12])=[O:5] |f:2.3|. Procedure: In 22.0 ml of ethanol, 1.50 g (4.34 mmol) of {3,5-bis(3-methyl-2-butenyl)-2,4,6-trihydroxyphenyl} (2-methylpropyl) ketone (15) was dissolved. The solution was stirred with 924 mg (0.217 mmol, 5% equivalent) of 5% palladium carbon catalyst (water content up to 50%) under hydrogen atmosphere under ordinary pressure at room temperature for two hours. The solution was filtered and concentrated under a reduced pressure to form a brown oil. This oil was subjected to silica gel chromatography (using 10... Reactants: [OH-].[K+] (potassium hydroxide), ClCC(CO)O (3-chloro-1,2-propanediol), aqueous solution, C1=CC(=CC=C1O)S(=O)(=O)O (p-phenolsulfonic acid), resultant solution, [OH-].[K+] (potassium hydroxide). The solvent is O (water). Product: [K]C1=CC(=C(OCC(CO)O)C=C1)S(=O)(=O)O (3-(4-potassiosulfophenoxy)-1,2-propanediol). As a reaction SMILES: [OH-:1].[K+:2].[CH:3]1[C:8](O)=[CH:7][CH:6]=[C:5]([S:10]([OH:13])(=[O:12])=[O:11])[CH:4]=1.Cl[CH2:15][CH:16]([OH:19])[CH2:17][OH:18]>O>[K:2][C:3]1[CH:8]=[CH:7][C:6]([O:1][CH2:15][CH:16]([OH:19])[CH2:17][OH:18])=[C:5]([S:10]([OH:13])(=[O:12])=[O:11])[CH:4]=1 |f:0.1|. Reported procedure: Using the same apparatus as described in Example I, the flask is charged with 4000 parts of water and 1318 parts of potassium hydroxide (85%). The mixture is stirred until a solution is obtained. To the flask then is added 2670 parts of a 65% aqueous solution of p-phenolsulfonic acid, followed by 1100 parts of 3-chloro-1,2-propanediol. The resultant solution is refluxed for about 24 hours. The pH is adjusted to 8 by adding 25% aqueous potassium hydroxide solution. The solution is concentrated by... Starting materials: Cl.C(#N)CNC(=O)[C@H]1NC[C@@H](C1)S(=O)(=O)C1=C(C=CC=C1)Cl ((2S,4R)-4-(2-chloro-benzenesulfonyl)-pyrrolidine-2-carboxylic acid cyanomethyl-amide hydrochloride), C1(=CC=CC=C1)C(C(F)(F)F)O (1-phenyl-2,2,2-trifluoroethanol). The product is C(#N)CNC(=O)[C@H]1N(C[C@@H](C1)S(=O)(=O)C1=C(C=CC=C1)Cl)C(C(F)(F)F)C1=CC=CC=C1 ((2S,4R)-4-(2-chloro-benzenesulfonyl)-1-(2,2,2-trifluoro-1-phenyl-ethyl)-pyrrolidine-2-carboxylic acid cyanomethyl-amide). As a reaction SMILES: Cl.[C:2]([CH2:4][NH:5][C:6]([C@@H:8]1[CH2:12][C@@H:11]([S:13]([C:16]2[CH:21]=[CH:20][CH:19]=[CH:18][C:17]=2[Cl:22])(=[O:15])=[O:14])[CH2:10][NH:9]1)=[O:7])#[N:3].[C:23]1([CH:29](O)[C:30]([F:33])([F:32])[F:31])[CH:28]=[CH:27][CH:26]=[CH:25][CH:24]=1>>[C:2]([CH2:4][NH:5][C:6]([C@@H:8]1[CH2:12][C@@H:11]([S:13]([C:16]2[CH:21]=[CH:20][CH:19]=[CH:18][C:17]=2[Cl:22])(=[O:14])=[O:15])[CH2:10][N:9]1[CH:29]([C:23]1[CH:28]=[CH:27][CH:26]=[CH:25][CH:24]=1)[C:30]([F:32])([F:31])[F:33])=[O:7])#[N:3] |f:0.1|. Reported procedure: L6. (2S,4R)-4-(2-chloro-benzenesulfonyl)-pyrrolidine-2-carboxylic acid cyanomethyl-amide hydrochloride from experiment K1 was reacted with 1-phenyl-2,2,2-trifluoroethanol as described in experiment L5 to give (2S,4R)-4-(2-chloro-benzenesulfonyl)-1-(2,2,2-trifluoro-1-phenyl-ethyl)-pyrrolidine-2-carboxylic acid cyanomethyl-amide as a white amorphous solid. MS: 486.2 [M+H]+. Starting materials: NC1=NC(=NC=2NCCN(C12)S(=O)(=O)NC(OC(C)(C)C)=O)C1=NN(C2=NC=CC=C21)CC2=C(C=CC=C2)F (tert-Butyl ({4-amino-2-[1-(2-fluorobenzyl)-1H-pyrazolo[3,4-b]pyridin-3-yl]-7,8-dihydropteridin-5(6H)-yl}sulfonyl)carbamate), FC(C(=O)O)(F)F (trifluoroacetic acid). Solvent: ClCCl (dichloromethane). Conditions: time 8 hour. Yields the product NC1=NC(=NC=2NCCN(C12)S(=O)(=O)N)C1=NN(C2=NC=CC=C21)CC2=C(C=CC=C2)F (4-Amino-2-[1-(2-fluorobenzyl)-1H-pyrazolo[3,4-b]pyridin-3-yl]-7,8-dihydropteridine-5(6H)-sulfonamide). As a reaction SMILES: [NH2:1][C:2]1[C:11]2[N:10]([S:12]([NH:15]C(=O)OC(C)(C)C)(=[O:14])=[O:13])[CH2:9][CH2:8][NH:7][C:6]=2[N:5]=[C:4]([C:23]2[C:31]3[C:26](=[N:27][CH:28]=[CH:29][CH:30]=3)[N:25]([CH2:32][C:33]3[CH:38]=[CH:37][CH:36]=[CH:35][C:34]=3[F:39])[N:24]=2)[N:3]=1.FC(F)(F)C(O)=O>ClCCl>[NH2:1][C:2]1[C:11]2[N:10]([S:12]([NH2:15])(=[O:13])=[O:14])[CH2:9][CH2:8][NH:7][C:6]=2[N:5]=[C:4]([C:23]2[C:31]3[C:26](=[N:27][CH:28]=[CH:29][CH:30]=3)[N:25]([CH2:32][C:33]3[CH:38]=[CH:37][CH:36]=[CH:35][C:34]=3[F:39])[N:24]=2)[N:3]=1. Procedure: 96 mg (0.17 mmol) of the compound from example 41A were initially charged in dichloromethane (5 ml), then 0.13 ml (1.73 mmol) of trifluoroacetic acid were added and the reaction mixture was stirred at RT overnight. The mixture was concentrated, the residue was separated by means of preparative HPLC (eluent: acetonitrile-water with 0.1% formic acid gradient) and the product fractions were concentrated. This gave 52 mg (66% of theory) of the title compound in solid form. Reactants: C1(CC1)NC(C1=CC(=C(C(=C1)F)C)C=1C=C2C(=CN(C(C2=CC1)=O)CC1CC1)C=O)=O (N-Cyclopropyl-3-(2-(cyclopropylmethyl)-4-formyl-1-oxo-1,2-dihydroisoquinolin-6-yl)-5-fluoro-4-methylbenzamide), N1(CCNCC1)CCO (2-piperazin-1-yl-ethanol). Product: C1(CC1)NC(C1=CC(=C(C(=C1)F)C)C=1C=C2C(=CN(C(C2=CC1)=O)CC1CC1)CN1CCN(CC1)CCO)=O (N-Cyclopropyl-3-(2-(cyclopropylmethyl)-4-((4-(2-hydroxyethyl)piperazin-1-yl)methyl)-1-oxo-1,2-dihydroisoquinolin-6-yl)-5-fluoro-4-methylbenzamide). Reaction SMILES: [CH:1]1([NH:4][C:5](=[O:31])[C:6]2[CH:11]=[C:10]([F:12])[C:9]([CH3:13])=[C:8]([C:14]3[CH:15]=[C:16]4[C:21](=[CH:22][CH:23]=3)[C:20](=[O:24])[N:19]([CH2:25][CH:26]3[CH2:28][CH2:27]3)[CH:18]=[C:17]4[CH:29]=O)[CH:7]=2)[CH2:3][CH2:2]1.[N:32]1([CH2:38][CH2:39][OH:40])[CH2:37][CH2:36][NH:35][CH2:34][CH2:33]1>>[CH:1]1([NH:4][C:5](=[O:31])[C:6]2[CH:11]=[C:10]([F:12])[C:9]([CH3:13])=[C:8]([C:14]3[CH:15]=[C:16]4[C:21](=[CH:22][CH:23]=3)[C:20](=[O:24])[N:19]([CH2:25][CH:26]3[CH2:27][CH2:28]3)[CH:18]=[C:17]4[CH2:29][N:35]3[CH2:36][CH2:37][N:32]([CH2:38][CH2:39][OH:40])[CH2:33][CH2:34]3)[CH:7]=2)[CH2:3][CH2:2]1. Procedure: The title compound was prepared as a solid according to the method of Example 75 step ii) using product of Example 75 step i) and 2-piperazin-1-yl-ethanol. The reactants are C1COCCO1, CCOC(=O)CNc1ccccc1C(=O)NCc1ccc(Cl)c(Cl)c1, S=P12SP3(=S)SP(=S)(S1)SP(=S)(S2)S3. The product is CCOC(=O)CNc1ccccc1C(=S)NCc1ccc(Cl)c(Cl)c1. RXN SMILES: [CH2:40]1[O:41][CH2:42][CH2:43][O:44][CH2:45]1.[Cl:1][c:2]1[cH:3][c:4]([CH2:5][NH:6][C:7](=[O:8])[c:9]2[c:10]([NH:11][CH2:12][C:13](=[O:14])[O:15][CH2:16][CH3:17])[cH:18][cH:19][cH:20][cH:21]2)[cH:22][cH:23][c:24]1[Cl:25].[P:26]12(=[S:27])[S:28][P:29]3(=[S:39])[S:30][P:31](=[S:37])([S:32][P:33](=[S:36])([S:34]3)[S:35]1)[S:38]2>>[Cl:1][c:2]1[cH:3][c:4]([CH2:5][NH:6][C:7]([c:9]2[c:10]([NH:11][CH2:12][C:13](=[O:14])[O:15][CH2:16][CH3:17])[cH:18][cH:19][cH:20][cH:21]2)=[S:27])[cH:22][cH:23][c:24]1[Cl:25]. The yield is 80.0%. As a reaction SMILES: [CH:1]1[CH:2]=[CH:3][C:4]2[C:5](=[CH:7][CH:8]=[CH:9][C:10]=2[OH:11])[CH:6]=1.CS[C:14]1[CH:19]=CC=C[C:15]=1SC>>[C:10]([C:4]1[CH:5]=[CH:6][CH:1]=[CH:2][CH:3]=1)(=[O:11])[C:9]1[CH:8]=[CH:7][CH:19]=[CH:14][CH:15]=1. Reactants: C=1C=CC=2C(C1)=CC=CC2O (naphthol), CSC1=C(C=CC=C1)SC (1,2-dimethylthiobenzene). The product is C(C1=CC=CC=C1)(=O)C1=CC=CC=C1 (benzophenone). Reported procedure: Thereafter, this naphthol compound was coupled with 1,2-dimethylthiobenzene in the same manner as in Example 17 to obtain a benzophenone derivative represented by the following formula (50) at a yield of 80%. Reactants: 66.31A, FC1=C(C=C(C=C1)OC)C1=C(C=C(C=C1)C(=O)OC)B1OC(C(O1)(C)C)(C)C (Methyl 2′-fluoro-5′-(methyloxy)-2-(4,4,5,5-tetramethyl-1,3,2-dioxaborolan-2-yl)-1,1′-biphenyl-4-carboxylate), P(=O)([O-])([O-])[O-].[K+].[K+].[K+] (potassium phosphate), C1(CCCCC1)P(C1=C(C=CC=C1)C1=C(C=CC=C1OC)OC)C1CCCCC1 (2-dicyclohexylphosphino-2′,6′-dimethoxybiphenyl), O (water), C1(CCCCC1)P(C1=C(C=CC=C1)C1=C(C=CC=C1OC)OC)C1CCCCC1 (2-dicyclohexylphosphino-2′,6′-dimethoxybiphenyl), FC(S(=O)(=O)OC1=CC(CC(C1)(C)C)(C)C)(F)F (3,3,5,5-Tetramethylcyclohex-1-enyl trifluoromethanesulfonate). Reagents/catalysts: C(C)(=O)[O-].[Pd+2].C(C)(=O)[O-] (palladium(II) acetate), C(C)(=O)[O-].[Pd+2].C(C)(=O)[O-] (palladium(II) acetate). Solvent: C1CCOC1 (THF). Reaction conditions: time 48 hour. Product: FC1=C(C=C(C=C1)OC)C1=C(C=C(C=C1)C(=O)OC)C1=CC(CC(C1)(C)C)(C)C (Methyl 2′-fluoro-5′-(methyloxy)-2-(3,3,5,5-tetramethyl-1-cyclohexen-1-yl)-1,1′-biphenyl-4-carboxylate). Yield: 58.7%. Reaction SMILES: [F:1][C:2]1[CH:7]=[CH:6][C:5]([O:8][CH3:9])=[CH:4][C:3]=1[C:10]1[CH:15]=[CH:14][C:13]([C:16]([O:18][CH3:19])=[O:17])=[CH:12][C:11]=1B1OC(C)(C)C(C)(C)O1.P([O-])([O-])([O-])=O.[K+].[K+].[K+].C1(P(C2CCCCC2)C2C=CC=CC=2C2C(OC)=CC=CC=2OC)CCCCC1.O.FC(F)(F)S(O[C:73]1[CH2:78][C:77]([CH3:80])([CH3:79])[CH2:76][C:75]([CH3:82])([CH3:81])[CH:74]=1)(=O)=O>C([O-])(=O)C.[Pd+2].C([O-])(=O)C.C1COCC1>[F:1][C:2]1[CH:7]=[CH:6][C:5]([O:8][CH3:9])=[CH:4][C:3]=1[C:10]1[CH:15]=[CH:14][C:13]([C:16]([O:18][CH3:19])=[O:17])=[CH:12][C:11]=1[C:73]1[CH2:78][C:77]([CH3:80])([CH3:79])[CH2:76][C:75]([CH3:82])([CH3:81])[CH:74]=1 |f:1.2.3.4,8.9.10|. Procedure: A screw-cap vial was charged with 66.31A (0.556 g, 1.94 mmol), THF (10 mL), 66.56A (0.500 g, 1.29 mmol), potassium phosphate (0.824 g, 3.88 mmol), 2-dicyclohexylphosphino-2′,6′-dimethoxybiphenyl (commercially available from Aldrich) (0.165 g, 0.401 mmol), palladium(II) acetate (0.0291 g, 0.129 mmol), and water (0.117 mL, 6.47 mmol). The mixture was purged with argon and stirred for 48 hours at room temperature under an argon balloon. Additional 2-dicyclohexylphosphino-2′,6′-dimethoxybiphenyl (0....